From a dataset of the Open Reaction Database (ORD), a public repository of structured organic reaction records. describe an organic reaction: reactants, conditions, products, and yield Reactants: N1=C(C=CC=C1)[Mg]Br (pyridin-2-ylmagnesium bromide), LaCl3-2LiCl, ClC1=C(C(=NC2=CC=C(C=C12)C(=O)C1=CN=CN1C)OC)CC1=CC=C(C=C1)S(=O)(=O)C ((4-chloro-2-methoxy-3-(4-(methylsulfonyl)benzyl)quinolin-6-yl)(1-methyl-1H-imidazol-5-yl)methanone), ClC1=C(C(=NC2=CC=C(C=C12)C(=O)C1=CN=CN1C)OC)CC1=CC=C(C=C1)S(=O)(=O)C ((4-chloro-2-methoxy-3-(4-(methylsulfonyl)benzyl)quinolin-6-yl)(1-methyl-1H-imidazol-5-yl)methanone). Run in C1CCOC1 (THF). Reaction conditions: time 2 minute. Yields the product ClC1=C(C(=NC2=CC=C(C=C12)C(O)(C1=NC=CC=C1)C1=CN=CN1C)OC)CC1=CC=C(C=C1)S(=O)(=O)C ((4-Chloro-2-methoxy-3-(4-(methylsulfonyl)benzyl)quinolin-6-yl)(1-methyl-1H-imidazol-5-yl)(pyridin-2-yl)methanol). RXN SMILES: [Cl:1][C:2]1[C:11]2[C:6](=[CH:7][CH:8]=[C:9]([C:12]([C:14]3[N:18]([CH3:19])[CH:17]=[N:16][CH:15]=3)=[O:13])[CH:10]=2)[N:5]=[C:4]([O:20][CH3:21])[C:3]=1[CH2:22][C:23]1[CH:28]=[CH:27][C:26]([S:29]([CH3:32])(=[O:31])=[O:30])=[CH:25][CH:24]=1.[N:33]1[CH:38]=[CH:37][CH:36]=[CH:35][C:34]=1[Mg]Br>C1COCC1>[Cl:1][C:2]1[C:11]2[C:6](=[CH:7][CH:8]=[C:9]([C:12]([C:14]3[N:18]([CH3:19])[CH:17]=[N:16][CH:15]=3)([C:34]3[CH:35]=[CH:36][CH:37]=[CH:38][N:33]=3)[OH:13])[CH:10]=2)[N:5]=[C:4]([O:20][CH3:21])[C:3]=1[CH2:22][C:23]1[CH:24]=[CH:25][C:26]([S:29]([CH3:32])(=[O:30])=[O:31])=[CH:27][CH:28]=1. Reported procedure: LaCl3-2LiCl (0.6 M in THF, 0.78 mL, 0.47 mmol) was added dropwise by syringe to a solution of (4-chloro-2-methoxy-3-(4-(methylsulfonyl)benzyl)quinolin-6-yl)(1-methyl-1H-imidazol-5-yl)methanone (101.4 mg, 0.226 mmol, Intermediate 41: step d) in dry THF (2 mL). After 2 minutes, the solution was cooled in an ice bath and pyridin-2-ylmagnesium bromide (2.8 mL, 0.7 mmol) was added dropwise via syringe. The reaction was stirred for 3 hours, then quenched with saturated aqueous ammonium chloride and re... Reactants: C, CCO, O=[N+]([O-])c1ccc(Cn2nc3ccccc3n2)cc1, [Pd]. Product: Nc1ccc(Cn2nc3ccccc3n2)cc1. As a reaction SMILES: [C:20].[CH3:22][CH2:23][OH:24].[N+:1]([O-:2])(=[O:3])[c:4]1[cH:5][cH:6][c:7]([CH2:8][n:9]2[n:10][c:11]3[c:12]([n:13]2)[cH:14][cH:15][cH:16][cH:17]3)[cH:18][cH:19]1.[Pd:21]>>[NH2:1][c:4]1[cH:5][cH:6][c:7]([CH2:8][n:9]2[n:10][c:11]3[c:12]([n:13]2)[cH:14][cH:15][cH:16][cH:17]3)[cH:18][cH:19]1. The reactants are C(=O)(O)[O-].[Na+] (NaHCO3), ClCC(C(=O)O)(C)C (3-chloro-2,2-dimethylpropionic acid), N,N′-carbonyldiimidazole, C(C)(C)(C)O (tert-butyl alcohol), C1CCC2=NCCCN2CC1 (DBU). The solvent is CN(C)C=O (DMF). Conditions: temperature 40 celsius, time 1 hour. Product: C(C)(C)(C)OC(C(CCl)(C)C)=O (3-chloro-2,2-dimethyl-propionic acid tert-butyl ester). Yield: 47.4%. RXN SMILES: [Cl:1][CH2:2][C:3]([CH3:8])([CH3:7])[C:4]([OH:6])=[O:5].[C:9](O)([CH3:12])([CH3:11])[CH3:10].C1CCN2C(=NCCC2)CC1.C([O-])(O)=O.[Na+]>CN(C=O)C>[C:9]([O:5][C:4](=[O:6])[C:3]([CH3:8])([CH3:7])[CH2:2][Cl:1])([CH3:12])([CH3:11])[CH3:10] |f:3.4|. Procedure: The required 3-Chloro-2,2-dimethyl-propionic acid tert-butyl ester was prepared as follows: To a solution of 3-chloro-2,2-dimethylpropionic acid (5.00 g; 36.6 mmol) in DMF (25 mL) was added N,N′-carbonyldiimidazole (5.94 g; 36.6 mmol) and the resulting mixture was stirred for 1 hour at 40° C. Subsequently, tert-butyl alcohol (7.1 mL; 73 mmol) and DBU (5.5 mL; 36.6 mmol) were added and the mixture stirred overnight at 40° C. After cooling to RT, 5% aqueous NaHCO3 solution (50 mL) was added to the... The reactants are CCO, CCCCCC, [K+], O=C1CCCC1, [OH-]. The product is O=C1CCCC1=C1CCCC1. As a reaction SMILES: [CH3:15][CH2:16][OH:17].[CH3:9][CH2:10][CH2:11][CH2:12][CH2:13][CH3:14].[K+:8].[O:1]=[C:2]1[CH2:3][CH2:4][CH2:5][CH2:6]1.[OH-:7]>>[O:1]=[C:2]1[C:3](=[C:10]2[CH2:11][CH2:12][CH2:13][CH2:14]2)[CH2:4][CH2:5][CH2:6]1.